From a dataset of the Open Reaction Database (ORD), a public repository of structured organic reaction records. describe an organic reaction: reactants, conditions, products, and yield The reactants are CuBr, solution, C[Mg]Cl (CH3MgCl), C/C(/C(=O)N1C(O[C@@H]([C@@H]1C1=CC=CC=C1)C1=CC=CC=C1)=O)=C\CCC ((4S,5R)-3-((E)-2-Methyl-hex-2-enoyl)-4,5-diphenyl-oxazolidin-2-one), S(C)C (S(CH3)2), [Li+].[Cl-] (LiCl), C[Mg]Cl (CH3MgCl). Solvent: C1CCOC1 (THF), C1CCOC1 (THF), C(C)(=O)O (acetic acid), [NH4+].[OH-] (NH4OH), [NH4+].[Cl-] (NH4Cl), O (water). Conditions: time 15 minute. Yields the product C[C@@H](C(=O)N1C(O[C@@H]([C@@H]1C1=CC=CC=C1)C1=CC=CC=C1)=O)[C@@H](CCC)C ((4S,5R)-3-((2R,3R)-2,3-Dimethyl-hexanoyl)-4,5-diphenyl-oxazolidin-2-one). As a reaction SMILES: S(C)C.[Li+].[Cl-].[CH3:6][Mg]Cl.[CH3:9]/[C:10](=[CH:31]\[CH2:32][CH2:33][CH3:34])/[C:11]([N:13]1[C@@H:17]([C:18]2[CH:23]=[CH:22][CH:21]=[CH:20][CH:19]=2)[C@@H:16]([C:24]2[CH:29]=[CH:28][CH:27]=[CH:26][CH:25]=2)[O:15][C:14]1=[O:30])=[O:12]>C1COCC1.[NH4+].[OH-].[NH4+].[Cl-].O.C(O)(=O)C>[CH3:9][C@H:10]([C@H:31]([CH3:6])[CH2:32][CH2:33][CH3:34])[C:11]([N:13]1[C@@H:17]([C:18]2[CH:23]=[CH:22][CH:21]=[CH:20][CH:19]=2)[C@@H:16]([C:24]2[CH:29]=[CH:28][CH:27]=[CH:26][CH:25]=2)[O:15][C:14]1=[O:30])=[O:12] |f:1.2,6.7,8.9|. Procedure: A 22 L 4-neck round bottom flask was equipped with an addition funnel, mechanical stirrer, and nitrogen inlet. The system was purged with nitrogen for 1 hour. THF (6 L) were charged to the flask followed by 1236 g (6.01 mol) of CuBr.S(CH3)2 and 364 g (8.59 mol) of LiCl. The reaction was stirred for 15 minutes at ambient temperature. The solution was cooled to −35° C. and 3.96 L (11.88 mol) of a 3M solution of CH3MgCl in THF was charged at a rate as to keep the internal temperature of the reactio...